Dataset: the Open Reaction Database (ORD), a public repository of structured organic reaction records. Task: describe an organic reaction: reactants, conditions, products, and yield Reactants: C1(CCCCCCCCCCC1)O (Cyclododecanol), ICCC (1-iodopropane), [H-].[Na+] (sodium hydride), oil, one. Procedure: Cyclododecanol (2.6 g, 14.11 mmol), 1-iodopropane (1.74 g, 102.54 mmol), and 60% sodium hydride in mineral oil (750.0 mg, 18.75 mmol) prepared as in Example 1 were strongly refluxed for 3 hours. A 3.0 g sample (94.0%) was isolated as in Example 1. GC showed 99% one component; bp 69°-71° C. at 0.09 mm. IR (neat, cm-1) 2955, 2882, 1485, 1460, 1350, 1105 (C-O-C); 13C NMR (ppm, CDC13) 77.02 (α-ring carbon), 70.32 (α-chain carbon), 29.18, 24.94, 24.49, 23.39, 20.98, 10.82. Anal calcd for C15H30O:C,79... Reaction SMILES: [CH:1]1([OH:13])[CH2:12][CH2:11][CH2:10][CH2:9][CH2:8][CH2:7][CH2:6][CH2:5][CH2:4][CH2:3][CH2:2]1.I[CH2:15][CH2:16][CH3:17].[H-].[Na+]>>[CH2:15]([O:13][CH:1]1[CH2:12][CH2:11][CH2:10][CH2:9][CH2:8][CH2:7][CH2:6][CH2:5][CH2:4][CH2:3][CH2:2]1)[CH2:16][CH3:17] |f:2.3|. Product: C(CC)OC1CCCCCCCCCCC1 (n-Propoxycyclododecane). Reactants: C(C(C)C)N([C@@H](CCCCN)C(=O)O)S(=O)(=O)C1=CC=C(C=C1)C (Nα-isobutyl-Nα-(4-methylbenzenesulfonyl)-L-lysine), C(C(C)(C)C)(=O)N[C@@H](CC(N)=O)C(=O)O (Nα-pivaloyl-L-asparagine). Product: CC1=CC=C(C=C1)S(=O)(=O)N(CC(C)C)[C@@H](CCCCNC(=O)[C@H](CC(=O)N)NC(=O)C(C)(C)C)C(=O)O (Nα-isobutyl-Nα-(4methylbenzenesulfonyl)-Nε-(N′α-pivaloyl-L-asparagyl)-L-lysine), desired material. Yield: 12.0%. RXN SMILES: [CH2:1]([N:5]([S:15]([C:18]1[CH:23]=[CH:22][C:21]([CH3:24])=[CH:20][CH:19]=1)(=[O:17])=[O:16])[C@H:6]([C:12]([OH:14])=[O:13])[CH2:7][CH2:8][CH2:9][CH2:10][NH2:11])[CH:2]([CH3:4])[CH3:3].[C:25]([NH:31][C@H:32]([C:37](O)=[O:38])[CH2:33][C:34](=[O:36])[NH2:35])(=[O:30])[C:26]([CH3:29])([CH3:28])[CH3:27]>>[CH3:24][C:21]1[CH:22]=[CH:23][C:18]([S:15]([N:5]([C@H:6]([C:12]([OH:14])=[O:13])[CH2:7][CH2:8][CH2:9][CH2:10][NH:11][C:37]([C@@H:32]([NH:31][C:25]([C:26]([CH3:29])([CH3:28])[CH3:27])=[O:30])[CH2:33][C:34]([NH2:35])=[O:36])=[O:38])[CH2:1][CH:2]([CH3:3])[CH3:4])(=[O:17])=[O:16])=[CH:19][CH:20]=1. Reported procedure: The title compound was prepared from Nα-isobutyl-Nα-(4-methylbenzenesulfonyl)-L-lysine (100 mg, 0.29 mmol, example 1, step E) as described in general procedure Bc using Nα-pivaloyl-L-asparagine (65 mg, 0.3 mmol) which was prepared in step A this example. The final product was purified by preparative HPLC to yield 21 mg (12%) of the desired material. Starting materials: ClC1=CC(=C(CBr)C=C1)OC (4-chloro-2-methoxybenzyl bromide), [C-]#N.[Na+] (sodium cyanide), C1(=CC=CC=C1)C (toluene). The reagents and catalysts are CCCCCCCC[N+](C)(CCCCCCCC)CCCCCCCC.[Cl-] (Aliquat 336). The solvent is O (water). The product is ClC1=CC(=C(C=C1)CC#N)C ((4-Chloro-2-methylphenyl)acetonitrile). RXN SMILES: [Cl:1][C:2]1[CH:9]=[CH:8][C:5]([CH2:6]Br)=[C:4](OC)[CH:3]=1.[C-:12]#[N:13].[Na+].[C:15]1(C)C=CC=CC=1>O.CCCCCCCC[N+](CCCCCCCC)(CCCCCCCC)C.[Cl-]>[Cl:1][C:2]1[CH:9]=[CH:8][C:5]([CH2:6][C:12]#[N:13])=[C:4]([CH3:15])[CH:3]=1 |f:1.2,5.6|. Procedure details: 269 g of 4-chloro-2-methoxybenzyl bromide in 214 ml of toluene are reacted with 68.2 g of sodium cyanide in 69 ml of water and 1.8 g of Aliquat 336. 141 g of colorless oil are obtained (b.p. 107° C./0.08 mbar). Reaction conditions: temperature -78 celsius, time 30 minute. Product: OC(C(=O)OC)C1=CN(C2=CC=CC=C12)C (methyl 2-hydroxy-2-(1-methyl-3-indolyl)acetate). The yield is 66.5%. The solvent is O1CCCC1 (tetrahydrofuran). The reactants are [Li+].CC(C)[N-]C(C)C (LDA), CN1C=C(C2=CC=CC=C12)CC(=O)OC (methyl 2-(1-methyl-3-indolyl)acetate), [Cl-].[NH4+] (ammonium chloride), CC1([C@@H]2CC[C@]13CS(=O)(=O)N4[C@@]3(C2)O4)C ((+)-(2R,8aS)-(camphorsulfonyl)oxaziridine). Reaction SMILES: [Li+].CC([N-]C(C)C)C.[CH3:9][N:10]1[C:18]2[C:13](=[CH:14][CH:15]=[CH:16][CH:17]=2)[C:12]([CH2:19][C:20]([O:22][CH3:23])=[O:21])=[CH:11]1.CC1(C)[C@@]23[C@@]4(ON4S(=O)(=[O:32])C2)C[C@H]1CC3.[Cl-].[NH4+]>O1CCCC1>[OH:32][CH:19]([C:12]1[C:13]2[C:18](=[CH:17][CH:16]=[CH:15][CH:14]=2)[N:10]([CH3:9])[CH:11]=1)[C:20]([O:22][CH3:23])=[O:21] |f:0.1,4.5|. Reported procedure: To a solution of 2.87 millimole of LDA in 5 mL of dry tetrahydrofuran at -78° C. was added dropwise a solution of 0.53 g of methyl 2-(1-methyl-3-indolyl)acetate in 5 mL of dry tetrahyrofruan. The mixture was stirred for 30 minutes at -78° C., and then 0.9 g of (+)-(2R,8aS)-(camphorsulfonyl)oxaziridine was added. The mixture was warmed to room temperature and stirred for 2 hours. Then the mixture was poured into a solution of saturated aqueous ammonium chloride, and then extracted with diethyl et... Starting materials: BrC1=CC=C(C=C1)C1CCC(CC1)C1CCC(CC1)CCC (4′-(4-bromophenyl)-4-propylbicyclohexyl), C#CCCC (1-pentyne), Cl (hydrochloric acid), ice water. The reagents and catalysts are Cl[Pd]([P](C1=CC=CC=C1)(C2=CC=CC=C2)C3=CC=CC=C3)([P](C4=CC=CC=C4)(C5=CC=CC=C5)C6=CC=CC=C6)Cl (bis(triphenylphosphine)palladium(II) chloride), [Cu]I (copper(I) iodide). Solvent: CCN(CC)CC (NEt3). The product is C(#CCCC)C1=CC=C(C=C1)C1CCC(CC1)C1CCC(CC1)CCC (4′-(4-pent-1-ynylphenyl)-4-propylbicyclohexyl). RXN SMILES: Br[C:2]1[CH:7]=[CH:6][C:5]([CH:8]2[CH2:13][CH2:12][CH:11]([CH:14]3[CH2:19][CH2:18][CH:17]([CH2:20][CH2:21][CH3:22])[CH2:16][CH2:15]3)[CH2:10][CH2:9]2)=[CH:4][CH:3]=1.[CH:23]#[C:24][CH2:25][CH2:26][CH3:27].Cl>CCN(CC)CC.Cl[Pd](Cl)([P](C1C=CC=CC=1)(C1C=CC=CC=1)C1C=CC=CC=1)[P](C1C=CC=CC=1)(C1C=CC=CC=1)C1C=CC=CC=1.[Cu]I>[C:23]([C:2]1[CH:7]=[CH:6][C:5]([CH:8]2[CH2:13][CH2:12][CH:11]([CH:14]3[CH2:19][CH2:18][CH:17]([CH2:20][CH2:21][CH3:22])[CH2:16][CH2:15]3)[CH2:10][CH2:9]2)=[CH:4][CH:3]=1)#[C:24][CH2:25][CH2:26][CH3:27] |^1:38,57|. Reported procedure: 8.0 g (22.0 mmol) of 4′-(4-bromophenyl)-4-propylbicyclohexyl are stirred at 60° C. for 60 h in 80 ml of NEt3 together with 4.4 ml (44.0 mmol) of 1-pentyne in the presence of 309 mg (0.44 mmol) of bis(triphenylphosphine)palladium(II) chloride and 42 mg (0.22 mmol) of copper(I) iodide. The batch is added to ice-water and acidified using hydrochloric acid. The mixture is extracted with MTBE, and the combined organic phases are washed with water and sat. sodium chloride solution. The solution is con...